From a dataset of the Open Reaction Database (ORD), a public repository of structured organic reaction records. describe an organic reaction: reactants, conditions, products, and yield Reactants: O=C([O-])O, Cl, NO, [Na+], O, O=C(O)C(=O)c1cccc(O)c1. Yields the product O=C(O)C(=NO)c1cccc(O)c1. As a reaction SMILES: [C:1](=[O:2])([OH:3])[O-:4].[ClH:18].[NH2:19][OH:20].[Na+:5].[OH2:21].[OH:6][c:7]1[cH:8][c:9]([C:13]([C:14](=[O:15])[OH:16])=[O:17])[cH:10][cH:11][cH:12]1>>[OH:6][c:7]1[cH:8][c:9]([C:13]([C:14](=[O:15])[OH:16])=[N:19][OH:20])[cH:10][cH:11][cH:12]1. Reactants: ClC=1C(=C(C(=O)OCC)C=CC1Cl)C (ethyl 3,4-dichloro-2-methylbenzoate), BrN1C(CCC1=O)=O (N-bromosuccinimide). The solvent is C(Cl)(Cl)(Cl)Cl (carbon tetrachloride). Run at time 3 hour. Product: BrCC1=C(C(=O)OCC)C=CC(=C1Cl)Cl (ethyl 2-bromomethyl-3,4-dichlorobenzoate). Yield: 112.1%. Reaction SMILES: [Cl:1][C:2]1[C:3]([CH3:14])=[C:4]([CH:10]=[CH:11][C:12]=1[Cl:13])[C:5]([O:7][CH2:8][CH3:9])=[O:6].[Br:15]N1C(=O)CCC1=O>C(Cl)(Cl)(Cl)Cl>[Br:15][CH2:14][C:3]1[C:2]([Cl:1])=[C:12]([Cl:13])[CH:11]=[CH:10][C:4]=1[C:5]([O:7][CH2:8][CH3:9])=[O:6]. Procedure: A mixture of ethyl 3,4-dichloro-2-methylbenzoate (34.0 g), N-bromosuccinimide (30.0 g) and carbon tetrachloride was irradiated with u.v. light in a photochemical reactor for 3 hours. The cooled mixture was filtered and the filtrate washed with water, dried (magnesium sulphate) and evaporated to give ethyl 2-bromomethyl-3,4-dichlorobenzoate (51.0 g) as an oil, NMR (CDCl3) 1.45 (t,3H), 4.4 (q,2H), 5.15 (s,2H), 7.7 (m,2H).